Task: describe an organic reaction: reactants, conditions, products, and yield. Dataset: the Open Reaction Database (ORD), a public repository of structured organic reaction records The reactants are CCn1nc(C)c(I)c1C(=O)OC, N#C[Cu], CN(C)C=O. Yields the product CCn1nc(C)c(C#N)c1C(=O)OC. As a reaction SMILES: [CH2:1]([CH3:2])[n:3]1[n:4][c:5]([CH3:13])[c:6]([I:12])[c:7]1[C:8](=[O:9])[O:10][CH3:11].[Cu:14][C:15]#[N:16].[O:17]=[CH:18][N:19]([CH3:20])[CH3:21]>>[CH2:1]([CH3:2])[n:3]1[n:4][c:5]([CH3:13])[c:6]([C:15]#[N:16])[c:7]1[C:8](=[O:9])[O:10][CH3:11]. Starting materials: COc1ccccc1-c1nn(COCC[Si](C)(C)C)c2ncc(-c3cccc(C(O)CO)c3)cc12, O=C(O)C(F)(F)F. Yields the product COc1ccccc1-c1n[nH]c2ncc(-c3cccc(C(O)CO)c3)cc12. As a reaction SMILES: [CH3:1][O:2][c:3]1[c:4](-[c:9]2[n:10][n:11]([CH2:28][O:29][CH2:30][CH2:31][Si:32]([CH3:33])([CH3:34])[CH3:35])[c:12]3[n:13][cH:14][c:15](-[c:18]4[cH:19][c:20]([CH:24]([CH2:25][OH:26])[OH:27])[cH:21][cH:22][cH:23]4)[cH:16][c:17]23)[cH:5][cH:6][cH:7][cH:8]1.[OH:36][C:37]([C:38]([F:39])([F:40])[F:41])=[O:42]>>[CH3:1][O:2][c:3]1[c:4](-[c:9]2[n:10][nH:11][c:12]3[n:13][cH:14][c:15](-[c:18]4[cH:19][c:20]([CH:24]([CH2:25][OH:26])[OH:27])[cH:21][cH:22][cH:23]4)[cH:16][c:17]23)[cH:5][cH:6][cH:7][cH:8]1. The reactants are CC(C)(C)OC(=O)NCCN, CCOC(C)=O, CCN(C(C)C)C(C)C, O=[N+]([O-])c1ncc(Br)nc1-c1ccc(Cl)cc1Cl, CN(C)C=O, O. The product is CC(C)(C)OC(=O)NCCNc1cnc([N+](=O)[O-])c(-c2ccc(Cl)cc2Cl)n1. Reaction SMILES: [C:19](=[O:20])([O:21][C:22]([CH3:23])([CH3:24])[CH3:25])[NH:26][CH2:27][CH2:28][NH2:29].[CH3:44][CH2:45][O:46][C:47](=[O:48])[CH3:49].[CH:30]([N:31]([CH2:32][CH3:33])[CH:34]([CH3:35])[CH3:36])([CH3:37])[CH3:38].[Cl:1][c:2]1[c:3](-[c:9]2[c:10]([N+:16](=[O:17])[O-:18])[n:11][cH:12][c:13]([Br:15])[n:14]2)[cH:4][cH:5][c:6]([Cl:8])[cH:7]1.[O:39]=[CH:40][N:41]([CH3:42])[CH3:43].[OH2:50]>>[Cl:1][c:2]1[c:3](-[c:9]2[c:10]([N+:16](=[O:17])[O-:18])[n:11][cH:12][c:13]([NH:29][CH2:28][CH2:27][NH:26][C:19](=[O:20])[O:21][C:22]([CH3:23])([CH3:24])[CH3:25])[n:14]2)[cH:4][cH:5][c:6]([Cl:8])[cH:7]1. Reactants: Cc1cc(Cl)c(C(C)C)c(C=O)c1O, Cl, CCOC(=O)C=CC(F)(F)F, [K+], [K+], O=C([O-])[O-], CN(C)C=O. The product is CCOC(=O)C1=Cc2c(c(C)cc(Cl)c2C(C)C)OC1C(F)(F)F. As a reaction SMILES: [Cl:1][c:2]1[c:3]([CH:12]([CH3:13])[CH3:14])[c:4]([CH:5]=[O:6])[c:7]([OH:11])[c:8]([CH3:10])[cH:9]1.[ClH:32].[F:21][C:22]([CH:23]=[CH:24][C:25](=[O:26])[O:27][CH2:28][CH3:29])([F:30])[F:31].[K+:15].[K+:16].[O-:17][C:18]([O-:19])=[O:20].[O:33]=[CH:34][N:35]([CH3:36])[CH3:37]>>[Cl:1][c:2]1[c:3]([CH:12]([CH3:13])[CH3:14])[c:4]2[c:7]([c:8]([CH3:10])[cH:9]1)[O:11][CH:23]([C:22]([F:21])([F:30])[F:31])[C:24]([C:25](=[O:26])[O:27][CH2:28][CH3:29])=[CH:5]2. As a reaction SMILES: [N:1]1([CH2:7][C:8]2[CH:9]=[C:10]([CH:16]=[CH:17][CH:18]=2)[O:11][CH2:12][CH2:13][CH2:14][NH2:15])[CH2:6][CH2:5][CH2:4][CH2:3][CH2:2]1.Cl[CH2:20][C:21](Cl)=[O:22].[NH2:24][CH2:25][CH2:26][SH:27].[Na]>ClCCl.C(O)C>[N:1]1([CH2:7][C:8]2[CH:9]=[C:10]([CH:16]=[CH:17][CH:18]=2)[O:11][CH2:12][CH2:13][CH2:14][NH:15][C:21](=[O:22])[CH2:20][S:27][CH2:26][CH2:25][NH2:24])[CH2:6][CH2:5][CH2:4][CH2:3][CH2:2]1 |^1:27|. The solvent is ClCCl (dichloromethane), C(C)O (ethanol). Yield: 92.4%. The product is N1(CCCCC1)CC=1C=C(OCCCNC(CSCCN)=O)C=CC1 (N-[3-[3-(piperidinomethyl)phenoxy]propyl]-2-(2-aminoethylthio)acetamide). Reported procedure: There was dissolved 15.0 g (0.0604 mol) of 3-[3-(piperidinomethyl)phenoxy]propylamine in 150 ml of dichloromethane and added dropwise 6. 82 g (0.0604 mol) of chloroacetyl chloride under cooling with ice. After dropping, the mixture was stirred for 3.5 hours under cooling with ice and then the solvent was removed under reduced pressure. The residue was dissolved in 150 ml of ethanol and this solution was added to a solution which was prepared by adding 4.65 g (0.0604 mol) of 2-aminoethanethiol to... Starting materials: N1(CCCCC1)CC=1C=C(OCCCN)C=CC1 (3-[3-(piperidinomethyl)phenoxy]propylamine), NCCS (2-aminoethanethiol), [Na] (sodium), ClCC(=O)Cl (chloroacetyl chloride). Reaction conditions: time 3.5 hour. The reactants are BrCCCCCOc1ccccc1, COC(=O)C(=O)c1ccc(O)cc1, CN(C)C=O, [H-], [Na+]. As a reaction SMILES: [Br:16][CH2:17][CH2:18][CH2:19][CH2:20][CH2:21][O:22][c:23]1[cH:24][cH:25][cH:26][cH:27][cH:28]1.[CH3:1][O:2][C:3]([C:4]([c:5]1[cH:6][cH:7][c:8]([OH:11])[cH:9][cH:10]1)=[O:12])=[O:13].[CH3:29][N:30]([CH3:31])[CH:32]=[O:33].[H-:14].[Na+:15]>>[CH3:1][O:2][C:3]([C:4]([c:5]1[cH:6][cH:7][c:8]([O:11][CH2:17][CH2:18][CH2:19][CH2:20][CH2:21][O:22][c:23]2[cH:24][cH:25][cH:26][cH:27][cH:28]2)[cH:9][cH:10]1)=[O:12])=[O:13]. Product: COC(=O)C(=O)c1ccc(OCCCCCOc2ccccc2)cc1. The reactants are CN(C)C=NC(C1=CC=CC=C1)=O (N-[(Dimethylamino)methylene]benzamide), Cl.C(C)(=O)O.CNN (methyl hydrazine acetate hydrochloride salt), C(C)(=O)O (acetic acid). Product: C1(=CC=CC=C1)C1=NC=NN1CC(=O)OC (methyl [5-phenyl-1,2,4-triazol-1-yl]acetate). The yield is 96.0%. Reaction SMILES: C[N:2]([CH:4]=[N:5][C:6](=O)[C:7]1[CH:12]=[CH:11][CH:10]=[CH:9][CH:8]=1)C.Cl.[C:15]([OH:18])(=[O:17])C.[CH3:19][NH:20]N.[C:22](O)(=O)C>>[C:7]1([C:6]2[N:20]([CH2:19][C:15]([O:18][CH3:22])=[O:17])[N:2]=[CH:4][N:5]=2)[CH:12]=[CH:11][CH:10]=[CH:9][CH:8]=1 |f:1.2.3|. Reported procedure: N-[(Dimethylamino)methylene]benzamide (2.0 g, 0.011 mol) and methyl hydrazine acetate hydrochloride salt (1.9 g, 0.011 mol) were warmed in acetic acid at 90° C. for 11/2 hours. The acetic acid was evaporated under reduced pressure and the residue neutralised with saturated aqueous sodium bicarbonate, then extracted into chloroform (2×100 ml) washed with water, dried and evaporated under reduced pressure to give methyl [5-phenyl-1,2,4-triazol-1-yl]acetate as a clear oil (2.3 g, 96%). Starting materials: CSC(=NCCN1CCC(c2noc3cc(F)ccc23)CC1)NC#N, CN, CCO. Yields the product CN=C(NC#N)NCCN1CCC(c2noc3cc(F)ccc23)CC1. RXN SMILES: [C:1](#[N:2])[NH:3][C:4]([S:5][CH3:6])=[N:7][CH2:8][CH2:9][N:10]1[CH2:11][CH2:12][CH:13]([c:16]2[n:17][o:18][c:19]3[c:20]2[cH:21][cH:22][c:23]([F:25])[cH:24]3)[CH2:14][CH2:15]1.[CH3:26][NH2:27].[CH3:28][CH2:29][OH:30]>>[C:1](#[N:2])[NH:3][C:4]([NH:7][CH2:8][CH2:9][N:10]1[CH2:11][CH2:12][CH:13]([c:16]2[n:17][o:18][c:19]3[c:20]2[cH:21][cH:22][c:23]([F:25])[cH:24]3)[CH2:14][CH2:15]1)=[N:27][CH3:26]. Reactants: [OH-].[Na+] (sodium hydroxide), COC1=CC(=NC=C1)C=1C=CC(=C(C1)NC(=S)NC(C1=CC=CC=C1)=O)C (N-(5-(4-methoxypyridin-2-yl)-2-methylphenyl)-N′-benzoylthiourea), Cl (hydrochloric acid). Solvent: O (water), CO (methanol). Run at time 4 hour. The product is COC1=CC(=NC=C1)C=1C=CC(=C(C1)NC(=S)N)C (N-(5-(4-methoxypyridin-2-yl)-2-methylphenyl)thiourea). The yield is 90.0%. Reaction SMILES: [CH3:1][O:2][C:3]1[CH:8]=[CH:7][N:6]=[C:5]([C:9]2[CH:10]=[CH:11][C:12]([CH3:27])=[C:13]([NH:15][C:16]([NH:18]C(=O)C3C=CC=CC=3)=[S:17])[CH:14]=2)[CH:4]=1.[OH-].[Na+].Cl>CO.O>[CH3:1][O:2][C:3]1[CH:8]=[CH:7][N:6]=[C:5]([C:9]2[CH:10]=[CH:11][C:12]([CH3:27])=[C:13]([NH:15][C:16]([NH2:18])=[S:17])[CH:14]=2)[CH:4]=1 |f:1.2|. Reported procedure: To a suspension of N-(5-(4-methoxypyridin-2-yl)-2-methylphenyl)-N′-benzoylthiourea (0.27 g) in methanol (5 ml) was added an aqueous sodium hydroxide solution (IN, 0.89 ml) dropwise. The mixture was stirred at ambient temperature for 4 hours, and the pH was adjusted to 8.0 with 1N hydrochloric acid. The mixture was diluted with water (50 ml) and extracted with dichloromethane-methanol (4:1) three times. The organic layer was washed with brine, dried over sodium sulfate and evaporated under reduce... Reactants: C1(C2C(C(=O)O1)CCCC2)=O (hexahydrophthalic anhydride), NCCS (cysteamine), NCCS (cysteamine). The solvent is CO (methanol). Run at time 7 hour. The product is SCCNC(C1C(C(=O)O)CCCC1)=O (N-(2-mercapto ethyl) hexahydrophthalamic acid). The yield is 99.4%. As a reaction SMILES: [NH2:1][CH2:2][CH2:3][SH:4].[C:5]1(=[O:15])[O:10][C:8](=[O:9])[CH:7]2[CH2:11][CH2:12][CH2:13][CH2:14][CH:6]12>CO>[SH:4][CH2:3][CH2:2][NH:1][C:5](=[O:15])[CH:6]1[CH2:14][CH2:13][CH2:12][CH2:11][CH:7]1[C:8]([OH:10])=[O:9]. Procedure details: To a solution of 7.72 g (0.1 mole) of cysteamine in 40 cm3 of methanol, maintained under an inert atmosphere and cooled to a temperature between 0° and 5° C., there are added, by portions, 15.43 g (0.1 mole) of hexahydrophthalic anhydride. After 7 hours of stirring at this temperature, there remains only traces of the starting cysteamine. The solution is evaporated to dryness under reduced pressure at ambient temperature. 23 g of N-(2-mercapto ethyl) hexahydrophthalamic acid are obtained in the ...